This data is from the Open Reaction Database (ORD), a public repository of structured organic reaction records. The task is: describe an organic reaction: reactants, conditions, products, and yield The reactants are BrCc1ccccc1, O=C([O-])[O-], C=CCc1ccc(OC)cc1O, CCCC[N+](CCCC)(CCCC)CCCC, [I-], [K+], [K+], CN(C)C=O, O. The product is C=CCc1ccc(OC)cc1OCc1ccccc1. RXN SMILES: [Br:19][CH2:20][c:21]1[cH:22][cH:23][cH:24][cH:25][cH:26]1.[C:13](=[O:14])([O-:15])[O-:16].[CH2:1]([CH:2]=[CH2:3])[c:4]1[c:5]([OH:12])[cH:6][c:7]([O:10][CH3:11])[cH:8][cH:9]1.[CH2:33]([N+:34]([CH2:35][CH2:36][CH2:37][CH3:38])([CH2:39][CH2:40][CH2:41][CH3:42])[CH2:43][CH2:44][CH2:45][CH3:46])[CH2:47][CH2:48][CH3:49].[I-:32].[K+:17].[K+:18].[O:27]=[CH:28][N:29]([CH3:30])[CH3:31].[OH2:50]>>[CH2:1]([CH:2]=[CH2:3])[c:4]1[c:5]([O:12][CH2:20][c:21]2[cH:22][cH:23][cH:24][cH:25][cH:26]2)[cH:6][c:7]([O:10][CH3:11])[cH:8][cH:9]1.